This data is from the Open Reaction Database (ORD), a public repository of structured organic reaction records. The task is: describe an organic reaction: reactants, conditions, products, and yield The reactants are Cc1ccc(S(=O)(=O)OCc2noc(C(CCCC3CCCCC3)CC(=O)OC(C)(C)C)n2)cc1, CC(C)(C)N. Yields the product CC(C)(C)NCc1noc(C(CCCC2CCCCC2)CC(=O)OC(C)(C)C)n1. As a reaction SMILES: [C:1]([CH3:2])([CH3:3])([CH3:4])[O:5][C:6]([CH2:7][CH:8]([CH2:9][CH2:10][CH2:11][CH:12]1[CH2:13][CH2:14][CH2:15][CH2:16][CH2:17]1)[c:18]1[n:19][c:20]([CH2:23][O:24][S:25]([c:26]2[cH:27][cH:28][c:29]([CH3:30])[cH:31][cH:32]2)(=[O:33])=[O:34])[n:21][o:22]1)=[O:35].[CH3:36][C:37]([CH3:38])([CH3:39])[NH2:40]>>[C:1]([CH3:2])([CH3:3])([CH3:4])[O:5][C:6]([CH2:7][CH:8]([CH2:9][CH2:10][CH2:11][CH:12]1[CH2:13][CH2:14][CH2:15][CH2:16][CH2:17]1)[c:18]1[n:19][c:20]([CH2:23][NH:40][C:37]([CH3:36])([CH3:38])[CH3:39])[n:21][o:22]1)=[O:35].